This data is from the Open Reaction Database (ORD), a public repository of structured organic reaction records. The task is: describe an organic reaction: reactants, conditions, products, and yield Starting materials: NC=1N(N=CC1Br)C (3-amino-4-bromo-2-methylpyrazole), C(C)(=O)OC(C)=O (acetic anhydride). Product: C(C)(=O)NC=1N(N=CC1Br)C (3-acetamido-4-bromo-2-methylpyrazole). As a reaction SMILES: [NH2:1][C:2]1[N:3]([CH3:8])[N:4]=[CH:5][C:6]=1[Br:7].[C:9](OC(=O)C)(=[O:11])[CH3:10]>>[C:9]([NH:1][C:2]1[N:3]([CH3:8])[N:4]=[CH:5][C:6]=1[Br:7])(=[O:11])[CH3:10]. Procedure details: 3-acetamido-4-bromo-2-methylpyrazole (92°-94° C.) was prepared by acetylation of 3-amino-4-bromo-2-methylpyrazole in acetic anhydride.